This data is from the Open Reaction Database (ORD), a public repository of structured organic reaction records. The task is: describe an organic reaction: reactants, conditions, products, and yield Starting materials: ClC=1C=C(C=O)C=C(C1)Cl.C=1C(=CC=[N+](C1)C[N+]2=CC=C(C=C2)/C=N/O)/C=N/O.[Br-].[Br-] (3,5-dichlorobenzaldehyde methoxime), B (borane), 1B. Run in O1CCCC1 (tetrahydrofuran). Yields the product ClC=1C=C(CN)C=C(C1)Cl (3,5-Dichlorobenzylamine). Yield: 69.6%. RXN SMILES: [Cl:1][C:2]1[CH:3]=[C:4]([CH:7]=[C:8]([Cl:10])[CH:9]=1)[CH:5]=O.C1C(/C=N/O)=CC=[N+:15](C[N+]2C=CC(/C=N/O)=CC=2)C=1.[Br-].[Br-].B>O1CCCC1>[Cl:1][C:2]1[CH:3]=[C:4]([CH:7]=[C:8]([Cl:10])[CH:9]=1)[CH2:5][NH2:15] |f:0.1.2.3|. Procedure details: The reaction of 3,5-dichlorobenzaldehyde methoxime, (17.4 g, 85.7 mmole) and 0.98M borane in tetrahydrofuran (86 ml) substantially as described in 1B above produced 10.5 g (70%) of the title compound as a light yellow oil. Reactants: C12(CCC(CC1)C2(C)C)CN (10-bornanamine), C(C=C)Br (allyl bromide). Run in CC(=O)C (acetone). Run at time 3.5 day. Yields the product Br.C(C=C)NCC12CCC(CC1)C2(C)C (10Allylaminobornane hydrobromide). Reaction SMILES: [C:1]12([CH2:10][NH2:11])[C:7]([CH3:9])([CH3:8])[CH:4]([CH2:5][CH2:6]1)[CH2:3][CH2:2]2.[CH2:12]([Br:15])[CH:13]=[CH2:14]>CC(C)=O>[BrH:15].[CH2:14]([NH:11][CH2:10][C:1]12[C:7]([CH3:8])([CH3:9])[CH:4]([CH2:5][CH2:6]1)[CH2:3][CH2:2]2)[CH:13]=[CH2:12] |f:3.4|. Reported procedure: A solution of 10-bornanamine (obtained by basification, with sodium hydroxide, of 1.517g. 10-bornanamine hydrochloride) in acetone (20ml) containing allyl bromide (0.68ml) was kept at room temperature for 3.5 days during which time a small amount of solid crystallized. The solution was evaporated to about one third of its original volume, cooled to 0° and the crystalline material collected by filtration to give title compound m.p. above 295° with slow decomp. (Found: C,56.6; H,8.6; N,5.1. C13H24... Reactants: Cc1cc(Br)ccc1C(=O)O, CC(C)(C)c1cccc(NC(=O)c2ccc(N3CCN(c4ccc(C(=O)O)cc4)CC3)c(F)c2)c1, CCn1ccc2ccc(NC(=O)c3ccc(N4CCNCC4)nc3)cc21. Product: CCn1ccc2ccc(NC(=O)c3ccc(N4CCN(c5ccc(C(=O)O)c(C)c5)CC4)nc3)cc21. Reaction SMILES: [Br:27][c:28]1[cH:29][c:30]([CH3:37])[c:31]([C:32](=[O:33])[OH:34])[cH:35][cH:36]1.[C:38]([c:39]1[cH:40][c:41]([NH:42][C:43]([c:44]2[cH:45][cH:46][c:47]([N:48]3[CH2:49][CH2:50][N:51]([c:52]4[cH:53][cH:54][c:55]([C:56]([OH:57])=[O:58])[cH:59][cH:60]4)[CH2:61][CH2:62]3)[c:63]([F:64])[cH:65]2)=[O:66])[cH:67][cH:68][cH:69]1)([CH3:70])([CH3:71])[CH3:72].[CH2:1]([CH3:2])[n:3]1[cH:4][cH:5][c:6]2[cH:7][cH:8][c:9]([NH:12][C:13]([c:14]3[cH:15][n:16][c:17]([N:20]4[CH2:21][CH2:22][NH:23][CH2:24][CH2:25]4)[cH:18][cH:19]3)=[O:26])[cH:10][c:11]12>>[CH2:1]([CH3:2])[n:3]1[cH:4][cH:5][c:6]2[cH:7][cH:8][c:9]([NH:12][C:13]([c:14]3[cH:15][n:16][c:17]([N:20]4[CH2:21][CH2:22][N:23]([c:28]5[cH:29][c:30]([CH3:37])[c:31]([C:32](=[O:33])[OH:34])[cH:35][cH:36]5)[CH2:24][CH2:25]4)[cH:18][cH:19]3)=[O:26])[cH:10][c:11]12. The reactants are CCOC(=O)C1CC12CC(C)CC(C)C2, CCOC(=O)C1CC12CCCCC2. Product: CC1CC(C)CC2(C1)CC2C(=O)O. RXN SMILES: [CH3:1][CH:2]1[CH2:3][C:4]2([CH2:5][CH:6]2[C:7](=[O:8])[O:9][CH2:10][CH3:11])[CH2:12][CH:13]([CH3:15])[CH2:14]1.[CH:16]1([C:17]([O:18][CH2:19][CH3:20])=[O:21])[C:22]2([CH2:23][CH2:24][CH2:25][CH2:26][CH2:27]2)[CH2:28]1>>[CH3:1][CH:2]1[CH2:3][C:4]2([CH2:5][CH:6]2[C:7](=[O:8])[OH:9])[CH2:12][CH:13]([CH3:15])[CH2:14]1. Starting materials: CC(=O)OC(C)=O, O=CO, CCCCCCCCON=C(C(=O)O)c1csc(N)n1. Yields the product CCCCCCCCON=C(C(=O)O)c1csc(NC=O)n1. RXN SMILES: [CH3:21][C:22](=[O:23])[O:24][C:25](=[O:26])[CH3:27].[CH:28]([OH:29])=[O:30].[NH2:1][c:2]1[s:3][cH:4][c:5]([C:7]([C:8](=[O:9])[OH:10])=[N:11][O:12][CH2:13][CH2:14][CH2:15][CH2:16][CH2:17][CH2:18][CH2:19][CH3:20])[n:6]1>>[NH:1]([c:2]1[s:3][cH:4][c:5]([C:7]([C:8](=[O:9])[OH:10])=[N:11][O:12][CH2:13][CH2:14][CH2:15][CH2:16][CH2:17][CH2:18][CH2:19][CH3:20])[n:6]1)[CH:22]=[O:23]. Starting materials: Cc1csc(Nc2ncc(Br)cc2Oc2ccccc2)n1, [Li]CCCC, C1CCOC1, [Li]C, CO, CC(C)OB(OC(C)C)OC(C)C, [Na+], [OH-], OO. Product: Cc1csc(Nc2ncc(O)cc2Oc2ccccc2)n1. Reaction SMILES: [Br:1][c:2]1[cH:3][c:4]([O:15][c:16]2[cH:17][cH:18][cH:19][cH:20][cH:21]2)[c:5]([NH:8][c:9]2[s:10][cH:11][c:12]([CH3:14])[n:13]2)[n:6][cH:7]1.[CH2:24]([Li:25])[CH2:26][CH2:27][CH3:28].[CH2:46]1[O:47][CH2:48][CH2:49][CH2:50]1.[CH3:22][Li:23].[CH3:51][OH:52].[CH:29]([O:32][B:30]([O:31][CH:33]([CH3:34])[CH3:35])[O:36][CH:37]([CH3:38])[CH3:39])([CH3:40])[CH3:41].[Na+:43].[OH-:42].[OH:44][OH:45]>>[c:2]1([OH:32])[cH:3][c:4]([O:15][c:16]2[cH:17][cH:18][cH:19][cH:20][cH:21]2)[c:5]([NH:8][c:9]2[s:10][cH:11][c:12]([CH3:14])[n:13]2)[n:6][cH:7]1. The reactants are CS(=O)(=O)OC1CCN(CC1)C (4-methanesulfonyloxy-1-methylpiperidine), [Cl-].[Na+] (sodium chloride), COC1=CC=C(CS)C=C1 (4-methoxybenzyl mercaptan), [H-].[Na+] (sodium hydride). Run in CN(C=O)C (dimethylformamide), CN(C=O)C (dimethylformamide). Run at time 30 minute. The product is COC1=CC=C(CSC2CCN(CC2)C)C=C1 (4-(4-methoxybenzylthio)-1-methylpiperidine). RXN SMILES: [CH3:1][O:2][C:3]1[CH:10]=[CH:9][C:6]([CH2:7][SH:8])=[CH:5][CH:4]=1.[H-].[Na+].CS(O[CH:18]1[CH2:23][CH2:22][N:21]([CH3:24])[CH2:20][CH2:19]1)(=O)=O.[Cl-].[Na+]>CN(C)C=O>[CH3:1][O:2][C:3]1[CH:10]=[CH:9][C:6]([CH2:7][S:8][CH:18]2[CH2:23][CH2:22][N:21]([CH3:24])[CH2:20][CH2:19]2)=[CH:5][CH:4]=1 |f:1.2,4.5|. Procedure details: 10.9 ml of 4-methoxybenzyl mercaptan were dissolved in 55 ml of dry dimethylformamide, and 3.4 g of sodium hydride (as a 55% w/w suspension in mineral oil) were added to the solution, whilst ice-cooling. The mixture was then stirred at room temperature for 30 minutes. At the end of this time, a solution of 12.6 g of 4-methanesulfonyloxy-1-methylpiperidine in 63 ml of dry dimethylformamide was added to the mixture, which was then allowed to stand overnight at room temperature. The reaction mixtur...